Dataset: the Open Reaction Database (ORD), a public repository of structured organic reaction records. Task: describe an organic reaction: reactants, conditions, products, and yield Yields the product CNc1cc(OC)c(C(=O)NCC23CCCN(CCC2)C3)cc1Cl. The reactants are O=C(n1ccnc1)n1ccnc1, CO, CNc1cc(OC)c(C(=O)O)cc1Cl, NCC12CCCN(CCC1)C2, C1CCOC1. As a reaction SMILES: [C:15]([n:16]1[cH:17][cH:18][n:19][cH:20]1)([n:21]1[cH:22][cH:23][n:24][cH:25]1)=[O:26].[CH3:43][OH:44].[Cl:1][c:2]1[c:3]([NH:13][CH3:14])[cH:4][c:5]([O:11][CH3:12])[c:6]([C:7](=[O:8])[OH:9])[cH:10]1.[N:27]12[CH2:28][CH2:29][CH2:30][C:31]([CH2:36][NH2:37])([CH2:32][CH2:33][CH2:34]1)[CH2:35]2.[O:38]1[CH2:39][CH2:40][CH2:41][CH2:42]1>>[Cl:1][c:2]1[c:3]([NH:13][CH3:14])[cH:4][c:5]([O:11][CH3:12])[c:6]([C:7](=[O:9])[NH:37][CH2:36][C:31]23[CH2:30][CH2:29][CH2:28][N:27]([CH2:34][CH2:33][CH2:32]2)[CH2:35]3)[cH:10]1.